Task: describe an organic reaction: reactants, conditions, products, and yield. Dataset: the Open Reaction Database (ORD), a public repository of structured organic reaction records The reactants are O=[N+]([O-])c1cc(Br)ccc1Br, c1ccc2c(c1)CCCN2, Cc1cccc(C)c1C, Cc1cc(C)nc(C)c1. The product is O=[N+]([O-])c1cc(Br)ccc1N1CCCc2ccccc21. RXN SMILES: [Br:1][c:2]1[c:3]([N+:9](=[O:10])[O-:11])[cH:4][c:5]([Br:8])[cH:6][cH:7]1.[CH2:12]1[CH2:13][NH:14][c:15]2[cH:16][cH:17][cH:18][cH:19][c:20]2[CH2:21]1.[CH3:31][c:32]1[c:33]([CH3:34])[c:35]([CH3:36])[cH:37][cH:38][cH:39]1.[n:22]1[c:23]([CH3:24])[cH:25][c:26]([CH3:27])[cH:28][c:29]1[CH3:30]>>[c:2]1([N:14]2[CH2:13][CH2:12][CH2:21][c:20]3[c:15]2[cH:16][cH:17][cH:18][cH:19]3)[c:3]([N+:9](=[O:10])[O-:11])[cH:4][c:5]([Br:8])[cH:6][cH:7]1. Reactants: O=S(=O)(Cl)c1ccc(F)cc1, O=Cc1c[nH]c2ccccc12. Yields the product O=Cc1cn(S(=O)(=O)c2ccc(F)cc2)c2ccccc12. RXN SMILES: [F:12][c:13]1[cH:14][cH:15][c:16]([S:19](=[O:20])(=[O:21])[Cl:22])[cH:17][cH:18]1.[nH:1]1[cH:2][c:3]([CH:10]=[O:11])[c:4]2[cH:5][cH:6][cH:7][cH:8][c:9]12>>[n:1]1([S:19]([c:16]2[cH:15][cH:14][c:13]([F:12])[cH:18][cH:17]2)(=[O:20])=[O:21])[cH:2][c:3]([CH:10]=[O:11])[c:4]2[cH:5][cH:6][cH:7][cH:8][c:9]12.